This data is from the Open Reaction Database (ORD), a public repository of structured organic reaction records. The task is: describe an organic reaction: reactants, conditions, products, and yield Starting materials: FC(COC1=C(C=CC=C1)C(CCC=1N=C(OC1)C1=CC(=C(C=C1)OC)O)=O)F (1-[2-(2,2-difluoroethoxy)phenyl]-3-[2-(3-hydroxy-4-methoxyphenyl)oxazol-4-yl]propan-1-one), BrCCC (1-bromopropane). The product is FC(COC1=C(C=CC=C1)C(CCC=1N=C(OC1)C1=CC(=C(C=C1)OC)OCCC)=O)F (1-[2-(2,2-difluoroethoxy)phenyl]-3-[2-(3-propoxy-4-methoxyphenyl)oxazol-4-yl]propan-1-one). RXN SMILES: [F:1][CH:2]([F:29])[CH2:3][O:4][C:5]1[CH:10]=[CH:9][CH:8]=[CH:7][C:6]=1[C:11](=[O:28])[CH2:12][CH2:13][C:14]1[N:15]=[C:16]([C:19]2[CH:24]=[CH:23][C:22]([O:25][CH3:26])=[C:21]([OH:27])[CH:20]=2)[O:17][CH:18]=1.Br[CH2:31][CH2:32][CH3:33]>>[F:29][CH:2]([F:1])[CH2:3][O:4][C:5]1[CH:10]=[CH:9][CH:8]=[CH:7][C:6]=1[C:11](=[O:28])[CH2:12][CH2:13][C:14]1[N:15]=[C:16]([C:19]2[CH:24]=[CH:23][C:22]([O:25][CH3:26])=[C:21]([O:27][CH2:31][CH2:32][CH3:33])[CH:20]=2)[O:17][CH:18]=1. Reported procedure: Using the compound obtained in Example 272 and 1-bromopropane, white powdery 1-[2-(2,2-difluoroethoxy)phenyl]-3-[2-(3-propoxy-4-methoxyphenyl)oxazol-4-yl]propan-1-one was obtained following the procedure of Example 3. The reactants are C(C)C1=CN(C=2CC(CC(C12)=O)C1=CC=CC=C1)S(=O)(=O)C (3-ethyl-1-methanesulfonyl-6-phenyl-4,5,6,7-tetrahydroindol-4-one), C(=N)(N)NN.Cl (aminoguanidine hydrochloride), Cl (hydrochloric acid), O (water). Run in C(C)O (ethanol). The product is Cl.C(C)C1=CN(C=2CC(CC(C12)=NNC(=N)N)C1=CC=CC=C1)S(=O)(=O)C (3-ethyl-4-guanidinoimino-1-methanesulfonyl-6-phenyl-4,5,6,7-tetrahydroindole hydrochloride). The yield is 284.9%. Reaction SMILES: [CH2:1]([C:3]1[C:11]2[C:10](=O)[CH2:9][CH:8]([C:13]3[CH:18]=[CH:17][CH:16]=[CH:15][CH:14]=3)[CH2:7][C:6]=2[N:5]([S:19]([CH3:22])(=[O:21])=[O:20])[CH:4]=1)[CH3:2].[C:23]([NH:26][NH2:27])([NH2:25])=[NH:24].[ClH:28].Cl.O>C(O)C>[ClH:28].[CH2:1]([C:3]1[C:11]2[C:10](=[N:27][NH:26][C:23]([NH2:25])=[NH:24])[CH2:9][CH:8]([C:13]3[CH:18]=[CH:17][CH:16]=[CH:15][CH:14]=3)[CH2:7][C:6]=2[N:5]([S:19]([CH3:22])(=[O:21])=[O:20])[CH:4]=1)[CH3:2] |f:1.2,6.7|. Reported procedure: A mixture of 3-ethyl-1-methanesulfonyl-6-phenyl-4,5,6,7-tetrahydroindol-4-one (0.25 g), aminoguanidine hydrochloride (0.091 g), concentrated hydrochloric acid (0.039 ml), water (0.039 ml) and ethanol (30 ml) was refluxed for 1 hour. Under reduced pressure, the solvent was evaporated, and the residue was washed with ethyl acetate and water to give 3-ethyl-4-guanidinoimino-1-methanesulfonyl-6-phenyl-4,5,6,7-tetrahydroindole hydrochloride (Compound 14) (0.92 g) as colorless crystals. Reactants: ClC1=CC=C(C=C1)N1C(C2=C(C1=O)CCCC2)=O (N-(4-chlorophenyl)-3,4,5,6-tetrahydrophthalimide), CNC (dimethylamine). Run in C(C)#N (acetonitrile). Product: CN(C(C1=C(C(=O)NC2=CC=C(C=C2)Cl)CCCC1)=O)C (N,N-dimethyl-N'-(4-chlorophenyl)-3,4,5,6-tetrahydrophthalamide). RXN SMILES: [Cl:1][C:2]1[CH:7]=[CH:6][C:5]([N:8]2[C:12](=[O:13])[C:11]3[CH2:14][CH2:15][CH2:16][CH2:17][C:10]=3[C:9]2=[O:18])=[CH:4][CH:3]=1.[CH3:19][NH:20][CH3:21]>C(#N)C>[CH3:19][N:20]([CH3:21])[C:12](=[O:13])[C:11]1[CH2:14][CH2:15][CH2:16][CH2:17][C:10]=1[C:9]([NH:8][C:5]1[CH:6]=[CH:7][C:2]([Cl:1])=[CH:3][CH:4]=1)=[O:18]. Procedure details: In 100 ml of acetonitrile is dissolved 3.0 g of N-(4-chlorophenyl)-3,4,5,6-tetrahydrophthalimide. To the solution is added 1.5 g of a 40% aqueous dimethylamine solution under stirring at room temperature, followed by further stirring for 30 minutes. The solution is concentrated to dryness under reduced pressure, the resulting oily substance is dissolved in 50 ml of ether and the solution is dried with sodium sulfate. The ether layer is concentrated to dryness under reduced pressure and the resul... Starting materials: solution, C(C)[Mg]Cl (ethylmagnesium chloride), C(CCC)/N=C/C1=C(C=CC=C1C)Cl (butyl-[1-(2-chloro-6-methyl-phenyl)-meth-(E)-ylidene]-amine), O1CCCC1 (tetrahydrofuran). Reagents/catalysts: [Cl-].[Mn+2].[Cl-] (manganese(II) chloride). The solvent is C(C)OCC (diethyl ether). Conditions: temperature 7.5 celsius, time 90 minute. The product is C(C)C1=C(C=O)C(=CC=C1)C (2-Ethyl-6-methyl-benzaldehyde). Isolated yield 83.0%. RXN SMILES: C(/N=[CH:6]/[C:7]1[C:12]([CH3:13])=[CH:11][CH:10]=[CH:9][C:8]=1Cl)CCC.[CH2:15]([Mg]Cl)[CH3:16].[O:19]1CCCC1>C(OCC)C.[Cl-].[Mn+2].[Cl-]>[CH2:15]([C:8]1[CH:9]=[CH:10][CH:11]=[C:12]([CH3:13])[C:7]=1[CH:6]=[O:19])[CH3:16] |f:4.5.6|. Procedure: This compound was prepared using methodology described in Synthesis 1999, 2138-2144. To a solution of 3.20 g (15.3 mmol) butyl-[1-(2-chloro-6-methyl-phenyl)-meth-(E)-ylidene]-amine in 30 ml tetrahydrofuran at 0° C. was added 0.19 g (1.53 mmol) manganese(II) chloride. 15.3 ml (30.5 mmol) of a 2 M solution of ethylmagnesium chloride in diethyl ether was then added dropwise while the temperature of the reaction mixture was maintained at 5-10° C. After the addition was complete, the reaction mixture... Starting materials: FC(F)c1nc2ccccc2n1-c1nc(Cl)nc(N2CCOCC2)n1, Nc1ccccc1, C1COCCO1, O. The product is FC(F)c1nc2ccccc2n1-c1nc(Nc2ccccc2)nc(N2CCOCC2)n1. Reaction SMILES: [Cl:1][c:2]1[n:3][c:4](-[n:14]2[c:15]([CH:23]([F:24])[F:25])[n:16][c:17]3[c:18]2[cH:19][cH:20][cH:21][cH:22]3)[n:5][c:6]([N:8]2[CH2:9][CH2:10][O:11][CH2:12][CH2:13]2)[n:7]1.[NH2:26][c:27]1[cH:28][cH:29][cH:30][cH:31][cH:32]1.[O:34]1[CH2:35][CH2:36][O:37][CH2:38][CH2:39]1.[OH2:33]>>[c:2]1([NH:26][c:27]2[cH:28][cH:29][cH:30][cH:31][cH:32]2)[n:3][c:4](-[n:14]2[c:15]([CH:23]([F:24])[F:25])[n:16][c:17]3[c:18]2[cH:19][cH:20][cH:21][cH:22]3)[n:5][c:6]([N:8]2[CH2:9][CH2:10][O:11][CH2:12][CH2:13]2)[n:7]1.